From a dataset of the Open Reaction Database (ORD), a public repository of structured organic reaction records. describe an organic reaction: reactants, conditions, products, and yield The reactants are C[C@]12CC[C@H]3[C@H]([C@@H]1CCC2=O)CC=C4[C@@]3([C@H](C[C@@H](C4)O)O)C (1α-hydroxydehydroepiandrosterone), CC(C)([O-])C.[K+] (potassium tert.-butoxide). Reagents/catalysts: [I-].C(C)[P+](C1=CC=CC=C1)(C1=CC=CC=C1)C1=CC=CC=C1 (ethyltriphenylphosphonium iodide). Solvent: O1CCCC1 (tetrahydrofuran). Conditions: time 16 hour. Product: C\C=C/1\CC[C@H]2[C@@H]3CC=C4C[C@H](C[C@@H]([C@]4(C)[C@H]3CC[C@]12C)O)O ((Z)-1α,3β-pregna-5,17(20)-diene-1,3-diol). RXN SMILES: [CH3:1][C@@:2]12[C:10](=O)[CH2:9][CH2:8][C@H:7]1[C@@H:6]1[CH2:12][CH:13]=[C:14]3[CH2:19][C@@H:18]([OH:20])[CH2:17][C@H:16]([OH:21])[C@:15]3([CH3:22])[C@H:5]1[CH2:4][CH2:3]2.[CH3:23][C:24](C)([O-])C.[K+]>[I-].C([P+](C1C=CC=CC=1)(C1C=CC=CC=1)C1C=CC=CC=1)C.O1CCCC1>[CH3:23]/[CH:24]=[C:10]1/[CH2:9][CH2:8][C@@H:7]2[C@:2]/1([CH3:1])[CH2:3][CH2:4][C@H:5]1[C@H:6]2[CH2:12][CH:13]=[C:14]2[C@:15]1([CH3:22])[C@@H:16]([OH:21])[CH2:17][C@H:18]([OH:20])[CH2:19]2 |f:1.2,3.4|. Reported procedure: To a stirred suspension of 9.12 g (30 mmol) of 1α-hydroxydehydroepiandrosterone and 25.1 g (60 mmol) of ethyltriphenylphosphonium iodide in 250 ml of tetrahydrofuran under a nitrogen atmosphere was added portionwise over ca. 5 min., 6.7 g (60 mmol) of potassium tert.-butoxide. The reaction temperature rose to 30°. After stirring at room temperature over night (16 hr.), the reaction was heated at reflux (oil bath) for 4.5 hr. to produce (Z)-1α,3β-pregna-5,17(20)-diene-1,3-diol (Tlc: EtOAc, showed... The reactants are FC1=CC2=C(C(NC3=NC=CC=C23)=O)C=C1 (9-Fluoro-5H-benzo[c][1,8]naphthyridin-6-one), BrC=1C=C(CO)C=CC1 (3-bromobenzyl alcohol), C([O-])([O-])=O.[K+].[K+] (potassium carbonate). Run in CN(C)C=O (DMF), CO (MeOH). Conditions: temperature 150 celsius, time 20 minute. Product: C(C)(C)(C)OC1=CC2=C(C(NC3=NC=CC=C23)=O)C=C1 (9-tert-Butoxy-5H-benzo[c][1,8]naphthyridin-6-one). The yield is 3.9%. As a reaction SMILES: F[C:2]1[CH:16]=[CH:15][C:5]2[C:6](=[O:14])[NH:7][C:8]3[C:13]([C:4]=2[CH:3]=1)=[CH:12][CH:11]=[CH:10][N:9]=3.BrC1[CH:19]=[C:20]([CH:23]=CC=1)[CH2:21]O.C(=O)([O-])[O-:27].[K+].[K+]>CN(C=O)C.CO>[C:20]([O:27][C:2]1[CH:16]=[CH:15][C:5]2[C:6](=[O:14])[NH:7][C:8]3[C:13]([C:4]=2[CH:3]=1)=[CH:12][CH:11]=[CH:10][N:9]=3)([CH3:23])([CH3:21])[CH3:19] |f:2.3.4|. Procedure details: 9-Fluoro-5H-benzo[c][1,8]naphthyridin-6-one (40 mg, 0.19 mmol), 3-bromobenzyl alcohol (105 mg, 0.56 mmol), and potassium carbonate (129 mg, 0.93 mmol) were suspended in DMF (1 mL), and stirred for 20 minutes at 150° C. in the microwave. The reaction mixture was diluted with MeOH, filtered, and purified via prep-LC-MS to provide 90 (2 mg, 3% yield) as a solid. LC-MS (M+H=381, obsd.=381). 1H NMR (400 MHz, d6-DMSO): δ 11.88 (s, 1H), 8.88 (dd, 1H), 8.50 (dd, 1H), 8.26 (d, 1H), 8.10 (d, 1H), 7.77 (m,... Starting materials: OC(CCC(CC(C)=O)=O)(CCCC(CCCC(CCCC(C)C)C)C)C (7-hydroxy-7,11,15,19-tetramethyleicosane-2,4-dione), COC(=O)CC(=O)CC(=O)OC (dimethyl acetonedicarboxylate), C[O-].[Na+] (sodium methoxide). Run in CO (methanol), CO (methanol). Conditions: time 44 hour. The product is OC1=C(C(=CC(=C1C(=O)OC)C)CCC(CCCC(CCCC(CCCC(C)C)C)C)(C)O)C(=O)OC (dimethyl 2-hydroxy-4-methyl-6-(3-hydroxy-3,7,11,15-tetramethyl-hexadecanyl)-benzene-1,3-dicarboxylate). The yield is 103.5%. Reaction SMILES: [OH:1][C:2]([CH3:27])([CH2:11][CH2:12][CH2:13][CH:14]([CH3:26])[CH2:15][CH2:16][CH2:17][CH:18]([CH3:25])[CH2:19][CH2:20][CH2:21][CH:22]([CH3:24])[CH3:23])[CH2:3][CH2:4][C:5](=O)[CH2:6][C:7](=O)[CH3:8].[CH3:28][O:29][C:30]([CH2:32][C:33]([CH2:35][C:36]([O:38][CH3:39])=[O:37])=[O:34])=[O:31].C[O-].[Na+]>CO>[OH:34][C:33]1[C:35]([C:36]([O:38][CH3:39])=[O:37])=[C:7]([CH3:8])[CH:6]=[C:5]([CH2:4][CH2:3][C:2]([OH:1])([CH3:27])[CH2:11][CH2:12][CH2:13][CH:14]([CH3:26])[CH2:15][CH2:16][CH2:17][CH:18]([CH3:25])[CH2:19][CH2:20][CH2:21][CH:22]([CH3:23])[CH3:24])[C:32]=1[C:30]([O:29][CH3:28])=[O:31] |f:2.3|. Procedure: To a solution of 7-hydroxy-7,11,15,19-tetramethyleicosane-2,4-dione (72.5 g) and dimethyl acetonedicarboxylate (29.6 g) in methanol (190 ml) at 0° was added a solution of sodium methoxide in methanol (from 2.44 g of sodium and 90 ml of methanol). The solution was stirred at room temperature for 44 hr and was concentrated on a rotary evaporator to remove approx. 100 ml of methanol. The residual solution was poured onto ice (500 g) and 20% (v/v) aqueous hydrochloric acid (45 ml). The mixture was e... The reactants are C(N)(=N)C1=NC=CC=C1 (2-amidinopyridine), β-keto ester, C([O-])([O-])=O.[Na+].[Na+] (sodium carbonate), [OH-].[K+] (potassium hydroxide), C(C)[O-].[Na+] (sodium ethanolate), C[O-].[Na+] (sodium methanolate), C(C)(C)(C)[O-].[K+] (potassium tert-butanolate). Run in C=1(C(=CC=CC1)C)C (xylene), C1(=CC=CC=C1)C (toluene), C(C)#N (acetonitrile), CN(C)C=O (DMF), C1CCOC1 (THF), C(C)(C)(C)O (tert-butanol), C(CCC)O (butanol), C(C)O (ethanol), CO (methanol). Yields the product OC1=NC(=NC=C1)C1=NC=CC=C1 (4-hydroxy-2-(2-pyridyl)pyrimidine). Reaction SMILES: [C:1]([C:4]1[CH:9]=[CH:8][CH:7]=[CH:6][N:5]=1)(=[NH:3])[NH2:2].[C:10](=[O:13])([O-])[O-].[Na+].[Na+].[OH-].[K+].[CH2:18]([O-])[CH3:19].[Na+].C[O-].[Na+].C([O-])(C)(C)C.[K+]>C1(C)C(C)=CC=CC=1.C1(C)C=CC=CC=1.C(#N)C.CN(C=O)C.C1COCC1.C(O)(C)(C)C.C(O)CCC.C(O)C.CO>[OH:13][C:10]1[CH:19]=[CH:18][N:2]=[C:1]([C:4]2[CH:9]=[CH:8][CH:7]=[CH:6][N:5]=2)[N:3]=1 |f:1.2.3,4.5,6.7,8.9,10.11|. Procedure: The novel 4-amino-2-(2-pyridyl)pyrimidines are prepared by methods known per se (J. Org. Chem.; 1967, 32, 1591). For that purpose, 2-cyanopyridine is reacted, in a suitable solvent, for example methanol, ethanol, isopropanol, DMF, tetrahydrofuran etc., with ammonium acetate or ammonium chloride at a temperature of from −10° C. to 100° C. over a period of from 1 hour to 24 hours to form the corresponding 2-amidinopyridine. The 2-amidinopyridine is then condensed with an appropriate β-keto ester u... The reactants are C(C)(C)(C)C1=CC=C(COC2=C(C=CC=C2)/C=C/C(CCCCC(=O)OCC)CC2=CC=C(C=C2)C#N)C=C1 (ethyl (7E)-8-{2-[(4-tert-butylbenzyl)oxy]phenyl}-6-(4-cyanobenzyl)oct-7-enoate), C[Si](C)(C)N=[N+]=[N-] (trimethylsilyl azide), C(CCC)[Sn](CCCC)=O (di-n-butyltin oxide). Solvent: C1(=CC=CC=C1)C (toluene). Run at temperature 80 celsius. Product: C(C)(C)(C)C1=CC=C(COC2=C(C=CC=C2)/C=C/C(CCCCC(=O)OCC)CC2=CC=C(C=C2)C2=NN=NN2)C=C1 (Ethyl (7E)-8-{2-[(4-tert-butylbenzyl)oxy]phenyl}-6-[4-(1H-tetrazol-5-yl)benzyl]oct-7-enoate). As a reaction SMILES: [C:1]([C:5]1[CH:39]=[CH:38][C:8]([CH2:9][O:10][C:11]2[CH:16]=[CH:15][CH:14]=[CH:13][C:12]=2/[CH:17]=[CH:18]/[CH:19]([CH2:29][C:30]2[CH:35]=[CH:34][C:33]([C:36]#[N:37])=[CH:32][CH:31]=2)[CH2:20][CH2:21][CH2:22][CH2:23][C:24]([O:26][CH2:27][CH3:28])=[O:25])=[CH:7][CH:6]=1)([CH3:4])([CH3:3])[CH3:2].C[Si]([N:44]=[N+:45]=[N-:46])(C)C.C([Sn](=O)CCCC)CCC>C1(C)C=CC=CC=1>[C:1]([C:5]1[CH:39]=[CH:38][C:8]([CH2:9][O:10][C:11]2[CH:16]=[CH:15][CH:14]=[CH:13][C:12]=2/[CH:17]=[CH:18]/[CH:19]([CH2:29][C:30]2[CH:35]=[CH:34][C:33]([C:36]3[NH:46][N:45]=[N:44][N:37]=3)=[CH:32][CH:31]=2)[CH2:20][CH2:21][CH2:22][CH2:23][C:24]([O:26][CH2:27][CH3:28])=[O:25])=[CH:7][CH:6]=1)([CH3:2])([CH3:3])[CH3:4]. Reported procedure: A solution of 1000 mg (1.91 mmol) of ethyl (7E)-8-{2-[(4-tert-butylbenzyl)oxy]phenyl}-6-(4-cyanobenzyl)oct-7-enoate in 70 ml of toluene is mixed with 3.8 ml (28.6 mmol) of trimethylsilyl azide and 713 mg (2.86 mmol) of di-n-butyltin oxide and heated at 80° C. for 12 hours. After cooling to room temperature, the mixture is washed with saturated sodium bicarbonate solution. The organic phase is separated off, washed with saturated sodium chloride solution and dried over sodium sulfate. After filtr... Reactants: C(CCCCC)=C1C(CCC1)=O (2-hexylidenecyclopentanone), BrBr (bromine). Product: C(CCCCC)C=1C(CCC1)=O (2-hexyl-2-cyclopentenone). Isolated yield 83.3%. Reaction SMILES: [CH:1](=[C:7]1[CH2:11][CH2:10][CH2:9][C:8]1=[O:12])[CH2:2][CH2:3][CH2:4][CH2:5][CH3:6].BrBr>>[CH2:1]([C:7]1[C:8](=[O:12])[CH2:9][CH2:10][CH:11]=1)[CH2:2][CH2:3][CH2:4][CH2:5][CH3:6]. Reported procedure: In a 50 ml three-neck flask fitted with a thermometer, a condenser and a stirrer were placed 2-hexylidenecyclopentanone (15 g) synthesized in Reference Example 5 and bromine (0.03 g), followed by 6 hours of the reaction at 100-120° C. The crude product was purified by column chromatography (hexane/ethyl acetate: 95/5) to obtain 12.5 g of 2-hexyl-2-cyclopentenone (GC purity: 98.5%). The reactants are CC1(C)NC(=O)N(C(=O)c2cccc3ccccc23)C1=O, CCOC(C)=O, Clc1ccc(CBr)cc1, [H-], [Na+], CN(C)C=O. Yields the product CC1(C)C(=O)N(C(=O)c2cccc3ccccc23)C(=O)N1Cc1ccc(Cl)cc1. As a reaction SMILES: [CH3:1][C:2]1([CH3:21])[C:3](=[O:20])[N:4]([C:8](=[O:9])[c:10]2[cH:11][cH:12][cH:13][c:14]3[cH:15][cH:16][cH:17][cH:18][c:19]23)[C:5](=[O:7])[NH:6]1.[CH3:33][CH2:34][O:35][C:36](=[O:37])[CH3:38].[Cl:24][c:25]1[cH:26][cH:27][c:28]([CH2:29][Br:30])[cH:31][cH:32]1.[H-:22].[Na+:23].[O:39]=[CH:40][N:41]([CH3:42])[CH3:43]>>[CH3:1][C:2]1([CH3:21])[C:3](=[O:20])[N:4]([C:8](=[O:9])[c:10]2[cH:11][cH:12][cH:13][c:14]3[cH:15][cH:16][cH:17][cH:18][c:19]23)[C:5](=[O:7])[N:6]1[CH2:29][c:28]1[cH:27][cH:26][c:25]([Cl:24])[cH:32][cH:31]1.